From a dataset of the Open Reaction Database (ORD), a public repository of structured organic reaction records. describe an organic reaction: reactants, conditions, products, and yield RXN SMILES: [Br:9][CH2:10][C:11](=[O:12])[O:13][C:14]([CH3:15])([CH3:16])[CH3:17].[OH:1][c:2]1[cH:3][cH:4][c:5]([I:6])[cH:7][cH:8]1>>[O:1]([c:2]1[cH:3][cH:4][c:5]([I:6])[cH:7][cH:8]1)[CH2:10][C:11](=[O:12])[O:13][C:14]([CH3:15])([CH3:16])[CH3:17]. Yields the product CC(C)(C)OC(=O)COc1ccc(I)cc1. Reactants: CC(C)(C)OC(=O)CBr, Oc1ccc(I)cc1.